From a dataset of the Open Reaction Database (ORD), a public repository of structured organic reaction records. describe an organic reaction: reactants, conditions, products, and yield The reactants are CC1CCNCC1, CC#N, CCN(C(C)C)C(C)C, O=S(=O)(c1cccc2ccccc12)N1CCCCC1CCCl, ClCCl, [I-], [K+], [K+], [Na+], O=C([O-])[O-], O=S(=O)(Cl)c1cccc2ccccc12. The product is CC1CCN(CCC2CCCCN2S(=O)(=O)c2cccc3ccccc23)CC1. As a reaction SMILES: [CH3:37][CH:38]1[CH2:39][CH2:40][NH:41][CH2:42][CH2:43]1.[CH3:64][C:65]#[N:66].[CH:50]([N:51]([CH:52]([CH3:53])[CH3:54])[CH2:55][CH3:56])([CH3:57])[CH3:58].[Cl:15][CH2:16][CH2:17][CH:18]1[N:19]([S:24](=[O:25])(=[O:26])[c:27]2[cH:28][cH:29][cH:30][c:31]3[cH:32][cH:33][cH:34][cH:35][c:36]23)[CH2:20][CH2:21][CH2:22][CH2:23]1.[Cl:59][CH2:60][Cl:61].[I-:63].[K+:44].[K+:45].[Na+:62].[O-:46][C:47]([O-:48])=[O:49].[c:1]1([S:2]([Cl:3])(=[O:4])=[O:5])[c:6]2[c:7]([cH:8][cH:9][cH:10][cH:11]2)[cH:12][cH:13][cH:14]1>>[CH2:16]([CH2:17][CH:18]1[N:19]([S:24](=[O:25])(=[O:26])[c:27]2[cH:28][cH:29][cH:30][c:31]3[cH:32][cH:33][cH:34][cH:35][c:36]23)[CH2:20][CH2:21][CH2:22][CH2:23]1)[N:41]1[CH2:40][CH2:39][CH:38]([CH3:37])[CH2:43][CH2:42]1.